From a dataset of the Open Reaction Database (ORD), a public repository of structured organic reaction records. describe an organic reaction: reactants, conditions, products, and yield Starting materials: O[C@@H]1C[C@H](C2=C1N=CN=C2C2=CCN(CC2)C(=O)OC(C)(C)C)C (tert-butyl 4-((5R,7R)-7-hydroxy-5-methyl-6,7-dihydro-5H-cyclopenta[d]pyrimidin-4-yl)-5,6-dihydropyridine-1(2H)-carboxylate). Reagents/catalysts: [Pd] (Pd/C). The solvent is CCOC(=O)C (EtOAc). Reaction conditions: time 8 hour. Yields the product O[C@@H]1C[C@H](C2=C1N=CN=C2C2CCN(CC2)C(=O)OC(C)(C)C)C (tert-butyl 4-((5R,7R)-7-hydroxy-5-methyl-6,7-dihydro-5H-cyclopenta[d]pyrimidin-4-yl)piperidine-1-carboxylate). Isolated yield 78.0%. As a reaction SMILES: [OH:1][C@H:2]1[C:6]2[N:7]=[CH:8][N:9]=[C:10]([C:11]3[CH2:16][CH2:15][N:14]([C:17]([O:19][C:20]([CH3:23])([CH3:22])[CH3:21])=[O:18])[CH2:13][CH:12]=3)[C:5]=2[C@H:4]([CH3:24])[CH2:3]1>CCOC(C)=O.[Pd]>[OH:1][C@H:2]1[C:6]2[N:7]=[CH:8][N:9]=[C:10]([CH:11]3[CH2:12][CH2:13][N:14]([C:17]([O:19][C:20]([CH3:23])([CH3:22])[CH3:21])=[O:18])[CH2:15][CH2:16]3)[C:5]=2[C@H:4]([CH3:24])[CH2:3]1. Procedure: 5% Pd/C (10 mg) was added to a solution of tert-butyl 4-((5R,7R)-7-hydroxy-5-methyl-6,7-dihydro-5H-cyclopenta[d]pyrimidin-4-yl)-5,6-dihydropyridine-1(2H)-carboxylate (17 mg, 0.05 mmol) in EtOAc (1 mL). The mixture was stirred at room temperature under a hydrogen atmosphere overnight. The mixture was filtered through celite and concentrated to give tert-butyl 4-((5R,7R)-7-hydroxy-5-methyl-6,7-dihydro-5H-cyclopenta[d]pyrimidin-4-yl)piperidine-1-carboxylate as an oil (13 mg, 78%), which was used fu... The product is N#Cc1ccc(C(O)c2ccc(F)cc2)c(CO)c1. As a reaction SMILES: [BH4-:58].[C:20]([c:21]1[cH:22][c:23]2[c:24]([cH:25][cH:26]1)[C:27](=[O:28])[O:29][CH2:30]2)#[N:31].[CH3:62][C:63]#[N:64].[Na+:59].[Na+:61].[OH-:60].[OH2:65].[OH2:66].[OH:1][CH2:2][c:3]1[cH:4][c:5]([C:6]#[N:7])[cH:8][cH:9][c:10]1[C:11]([c:12]1[cH:13][cH:14][c:15]([F:18])[cH:16][cH:17]1)=[O:19].[OH:32][CH2:33][c:34]1[cH:35][c:36]([C:56]#[N:57])[cH:37][cH:38][c:39]1[C:40]([c:41]1[cH:42][cH:43][c:44]([F:45])[cH:46][cH:47]1)([c:48]1[cH:49][cH:50][c:51]([F:52])[cH:53][cH:54]1)[OH:55]>>[OH:1][CH2:2][c:3]1[cH:4][c:5]([C:6]#[N:7])[cH:8][cH:9][c:10]1[CH:11]([c:12]1[cH:13][cH:14][c:15]([F:18])[cH:16][cH:17]1)[OH:19]. Reactants: [BH4-], N#Cc1ccc2c(c1)COC2=O, CC#N, [Na+], [Na+], [OH-], O, O, N#Cc1ccc(C(=O)c2ccc(F)cc2)c(CO)c1, N#Cc1ccc(C(O)(c2ccc(F)cc2)c2ccc(F)cc2)c(CO)c1. The reactants are Cl (hydrochloric acid), NC1=C(C=O)C=CC=C1 (o-aminobenzaldehyde), N1CCCCC1 (piperidine), C(CC(=O)O)(=O)O (malonic acid). Run in N1=CC=CC=C1 (pyridine). Reaction conditions: temperature 90 celsius, time 5 hour. Yields the product C(=O)(O)C=1C(NC2=CC=CC=C2C1)=O (3-carboxycarbostyril). Reaction SMILES: [C:1]([OH:7])(=O)[CH2:2][C:3]([OH:5])=[O:4].[NH2:8][C:9]1[CH:16]=[CH:15][CH:14]=[CH:13][C:10]=1[CH:11]=O.N1CCCCC1.Cl>N1C=CC=CC=1>[C:3]([C:2]1[C:1](=[O:7])[NH:8][C:9]2[C:10]([CH:11]=1)=[CH:13][CH:14]=[CH:15][CH:16]=2)([OH:5])=[O:4]. Procedure details: 2 Grams of malonic acid was dissolved in 15 ml of pyridine, then 1.2 g of o-aminobenzaldehyde and 2 ml of piperidine were added thereto, and the mixture was stirred at 90° C. for 5 hours. The reaction mixture was poured in an aqueous solution of hydrochloric acid and the crystals precipitated were collected by filtration. Recrystallized from methanol-chloroform to obtain 1.2 g of 3-carboxycarbostyril in the form of colorless needle-like crystals. The reactants are C(C)(C)(C)NS(=O)(=O)C1=CC=CC=C1 (N-(tert-butyl)benzenesulfonamide), C(C)(C)(C)[Li] (tert-butyllithium), ClC1=CC=C(C=C1)C1(CC1)C(=O)N1CC(CC1)=O (1-{[1-(4-chlorophenyl)cyclopropyl]carbonyl}pyrrolidin-3-one). Run in CCCCC (pentane), CCOCC (ether), CCOCC (ether). Reaction conditions: temperature -78 celsius, time 15 minute. The product is C(C)(C)(C)NS(=O)(=O)C1=C(C=CC=C1)C1(CN(CC1)C(=O)C1(CC1)C1=CC=C(C=C1)Cl)O (N-(tert-Butyl)-2-(1-{[1-(4-chlorophenyl)cyclopropyl]carbonyl}-3-hydroxypyrrolidin-3-yl)benzenesulfonamide). As a reaction SMILES: [C:1]([NH:5][S:6]([C:9]1[CH:14]=[CH:13][CH:12]=[CH:11][CH:10]=1)(=[O:8])=[O:7])([CH3:4])([CH3:3])[CH3:2].C([Li])(C)(C)C.[Cl:20][C:21]1[CH:26]=[CH:25][C:24]([C:27]2([C:30]([N:32]3[CH2:36][CH2:35][C:34](=[O:37])[CH2:33]3)=[O:31])[CH2:29][CH2:28]2)=[CH:23][CH:22]=1>CCCCC.CCOCC>[C:1]([NH:5][S:6]([C:9]1[CH:14]=[CH:13][CH:12]=[CH:11][C:10]=1[C:34]1([OH:37])[CH2:35][CH2:36][N:32]([C:30]([C:27]2([C:24]3[CH:23]=[CH:22][C:21]([Cl:20])=[CH:26][CH:25]=3)[CH2:29][CH2:28]2)=[O:31])[CH2:33]1)(=[O:8])=[O:7])([CH3:4])([CH3:2])[CH3:3]. Procedure details: To a solution of N-(tert-butyl)benzenesulfonamide (569 mg, 0.00267 mol) in ether (10 mL, 0.1 mol) was added 1.7 M of tert-butyllithium in pentane (4.7 mL) under nitrogen at −78° C. The mixture was stirred at −78° C. for 15 minutes, then at 0° C. for 1 hour. The reaction mixture then was cooled down to −78° C. again and a solution of 1-{[1-(4-chlorophenyl)cyclopropyl]carbonyl}pyrrolidin-3-one (640 mg, 0.0024 mol) in ether was added. After stirring for 2 hours, the reaction mixture was quenched wi... Reactants: C(C)(C)(C)OC(=O)N1CCC(CC1)CNC1=NC=CN=C1OC (4-[(3-Methoxy-pyrazin-2-ylamino)-methyl]-piperidine-1-carboxylic acid tert-butyl ester), FC(C(=O)O)(F)F (trifluoroacetic acid). Conditions: time 0.5 hour. Product: COC=1C(=NC=CN1)NCC1CCNCC1 (4-[(3-Methoxy-pyrazin-2-ylamino)-methyl]-piperidine). As a reaction SMILES: C(OC([N:8]1[CH2:13][CH2:12][CH:11]([CH2:14][NH:15][C:16]2[C:21]([O:22][CH3:23])=[N:20][CH:19]=[CH:18][N:17]=2)[CH2:10][CH2:9]1)=O)(C)(C)C.FC(F)(F)C(O)=O>>[CH3:23][O:22][C:21]1[C:16]([NH:15][CH2:14][CH:11]2[CH2:12][CH2:13][NH:8][CH2:9][CH2:10]2)=[N:17][CH:18]=[CH:19][N:20]=1. Procedure: 4-[(3-Methoxy-pyrazin-2-ylamino)-methyl]-piperidine-1-carboxylic acid tert-butyl ester (0.5 g, 0.0015 mol) and trifluoroacetic acid (5 mL) were allowed to stir under nitrogen for 0.5 h. The reaction was concentrated in vacuo, and chromatographed on silica using methylene chloride/methanol/ammonium hydroxide (90/10/2) to give the title compound. M.S. (M+1): 223. The product is CSC(=Cc1c(C)cccc1C)S(C)=O. The reactants are C[N+](C)(C)Cc1ccccc1, C1COCCO1, CSCS(C)=O, Cc1cccc(C)c1C=O, [OH-]. RXN SMILES: [CH2:18]([N+:19]([CH3:20])([CH3:21])[CH3:22])[c:23]1[cH:24][cH:25][cH:26][cH:27][cH:28]1.[CH2:29]1[O:30][CH2:31][CH2:32][O:33][CH2:34]1.[CH3:11][S:12](=[O:13])[CH2:14][S:15][CH3:16].[CH3:1][c:2]1[c:3]([CH:4]=[O:5])[c:6]([CH3:10])[cH:7][cH:8][cH:9]1.[OH-:17]>>[CH3:1][c:2]1[c:3]([CH:4]=[C:14]([S:12]([CH3:11])=[O:13])[S:15][CH3:16])[c:6]([CH3:10])[cH:7][cH:8][cH:9]1. Yields the product FC(C(O)=C1C(C2=CC=C(C=C2CC1)OC)=O)F (2-[2,2-difluoro-1-hydroxyethylidene]-3,4-dihydro-6-methoxy-1(2H)-naphthalenone). The reactants are one, COC=1C=C2CCCC(C2=CC1)=O (6-methoxy-1-tetralone), C[O-].[Na+] (sodium methoxide), CO (methanol), FC(C(=O)OCC)F (ethyl difluoroacetate). Procedure details: A 500 mL one neck round bottomed flask equipped with a nitrogen inlet and provisions for magnetic stirring was charged with ethyl difluoroacetate (6.2 g, 50 mmol) and 75 mL of ether. To this solution was added 12 mL of 25% sodium methoxide in methanol (52.5 mmol). A solution of 6-methoxy-1-tetralone (8.81 g, 50 mmol) in 125 mL of ether was added over about 1 minute. The reaction mixture was stirred at room temperature for 14 hours and was diluted with 150 mL of 1N HCl. The phases were separated ... RXN SMILES: [F:1][CH:2]([F:8])[C:3]([O:5]CC)=O.C[O-].[Na+].CO.[CH3:14][O:15][C:16]1[CH:17]=[C:18]2[C:23](=[CH:24][CH:25]=1)[C:22](=[O:26])[CH2:21][CH2:20][CH2:19]2>CCOCC.Cl>[F:8][CH:2]([F:1])[C:3](=[C:21]1[CH2:20][CH2:19][C:18]2[C:23](=[CH:24][CH:25]=[C:16]([O:15][CH3:14])[CH:17]=2)[C:22]1=[O:26])[OH:5] |f:1.2|. Solvent: CCOCC (ether), Cl (HCl), CCOCC (ether). The reactants are BrC1=CC=C2C(C(=CN(C2=C1OC)C1CC1)C(=O)OCC)=O (ethyl 7-bromo-1-cyclopropyl-8-methoxy-1,4-dihydro-4-oxoquinoline-3-carboxylate), FC1=C(C=C2CN(CC2=C1)S(=O)(=O)C1=CC=C(C=C1)C)[Sn](CCCC)(CCCC)CCCC (6-fluoro-2-(p-toluenesulfonyl)-5-tributylstannyliso-indoline). Product: C1(CC1)N1C=C(C(C2=CC=C(C(=C12)OC)C=1C=C2CN(CC2=CC1F)S(=O)(=O)C1=CC=C(C=C1)C)=O)C(=O)OCC (ethyl 1-cyclopropyl-7-[6-fluoro-2-(p-toluenesulfonyl)isoindolin-5-yl]-8-methoxy-1,4-dihydro-4-oxoquinoline-3-carboxylate). Yield: 69.0%. Reaction SMILES: Br[C:2]1[C:11]([O:12][CH3:13])=[C:10]2[C:5]([C:6](=[O:22])[C:7]([C:17]([O:19][CH2:20][CH3:21])=[O:18])=[CH:8][N:9]2[CH:14]2[CH2:16][CH2:15]2)=[CH:4][CH:3]=1.[F:23][C:24]1[CH:32]=[C:31]2[C:27]([CH2:28][N:29]([S:33]([C:36]3[CH:41]=[CH:40][C:39]([CH3:42])=[CH:38][CH:37]=3)(=[O:35])=[O:34])[CH2:30]2)=[CH:26][C:25]=1[Sn](CCCC)(CCCC)CCCC>>[CH:14]1([N:9]2[C:10]3[C:5](=[CH:4][CH:3]=[C:2]([C:25]4[CH:26]=[C:27]5[C:31](=[CH:32][C:24]=4[F:23])[CH2:30][N:29]([S:33]([C:36]4[CH:41]=[CH:40][C:39]([CH3:42])=[CH:38][CH:37]=4)(=[O:34])=[O:35])[CH2:28]5)[C:11]=3[O:12][CH3:13])[C:6](=[O:22])[C:7]([C:17]([O:19][CH2:20][CH3:21])=[O:18])=[CH:8]2)[CH2:16][CH2:15]1. Procedure details: In the same manner as in Example 1, 0.23 g of ethyl 7-bromo-1-cyclopropyl-8-methoxy-1,4-dihydro-4-oxoquinoline-3-carboxylate was reacted with 0.63 g of 6-fluoro-2-(p-toluenesulfonyl)-5-tributylstannyliso-indoline to obtain 0.25 g of ethyl 1-cyclopropyl-7-[6-fluoro-2-(p-toluenesulfonyl)isoindolin-5-yl]-8-methoxy-1,4-dihydro-4-oxoquinoline-3-carboxylate.